Dataset: the Open Reaction Database (ORD), a public repository of structured organic reaction records. Task: describe an organic reaction: reactants, conditions, products, and yield Starting materials: N=C1NC(C2=CC=CC=C12)=O (3-Imino-2,3-dihydro-isoindol-1-one), C1(=CC(=CC=C1)N)N (benzene-1,3-diamine), O.NN (hydrazine hydrate). The solvent is CCO (EtOH). Run at temperature 80 celsius. Product: NC=1C=C(C=CC1)NC1=NNC(C2=CC=CC=C12)=O (4-(3-amino-phenylamino)-2H-phthalazin-1-one). RXN SMILES: [NH:1]=[C:2]1[C:10]2[C:5](=[CH:6][CH:7]=[CH:8][CH:9]=2)[C:4](=[O:11])[NH:3]1.[C:12]1([NH2:19])[CH:17]=[CH:16][CH:15]=[C:14]([NH2:18])[CH:13]=1.O.NN>CCO>[NH2:18][C:14]1[CH:13]=[C:12]([NH:19][C:2]2[C:10]3[C:5](=[CH:6][CH:7]=[CH:8][CH:9]=3)[C:4](=[O:11])[NH:3][N:1]=2)[CH:17]=[CH:16][CH:15]=1 |f:2.3|. Procedure: 3-Imino-2,3-dihydro-isoindol-1-one (50 mg, 0.34 mmol) and benzene-1,3-diamine (110 mg, 0.102 mmol) were heated at 200° C. for 16 hrs. The resulting mixture was dissolved in EtOH (600 μL) and hydrazine hydrate (200 μL) was added. After heating for 2 hours at 80° C. the mixture was concentrated in vacuo and dissolved in 1500 μL DMSO and directly applied to preparative HPLC to afford 4-(3-amino-phenylamino)-2H-phthalazin-1-one. Starting materials: BrC=1C=CC(=C(C1)C(C)=O)O (1-(5-bromo-2-hydroxyphenyl)ethanone), BrCC(=O)OC (methyl bromoacetate), C([O-])([O-])=O.[K+].[K+] (potassium carbonate). The solvent is CN(C=O)C (N,N-dimethylformamide). Conditions: time 8 hour. The product is BrC=1C=CC2=C(C(=C(O2)C(=O)OC)C)C1 (methyl 5-bromo-3-methyl-1-benzofuran-2-carboxylate). The yield is 48.0%. As a reaction SMILES: [Br:1][C:2]1[CH:3]=[CH:4][C:5]([OH:11])=[C:6]([C:8](=O)[CH3:9])[CH:7]=1.Br[CH2:13][C:14]([O:16][CH3:17])=[O:15].C(=O)([O-])[O-].[K+].[K+]>CN(C)C=O>[Br:1][C:2]1[CH:3]=[CH:4][C:5]2[O:11][C:13]([C:14]([O:16][CH3:17])=[O:15])=[C:8]([CH3:9])[C:6]=2[CH:7]=1 |f:2.3.4|. Procedure details: To a solution (100 mL) of 1-(5-bromo-2-hydroxyphenyl)ethanone (10.0 g) in N,N-dimethylformamide were added methyl bromoacetate (4.85 mL) and potassium carbonate (12.9 g), and the mixture was stirred overnight at room temperature. The insoluble material was filtered off, 1,8-diazabicyclo[5.4.0]undec-7-ene (6.95 mL) was added to the filtrate, and the mixture was stirred at 120° C. for 2 hr. 1N Hydrochloric acid was added to quench the reaction, and the mixture was extracted with ethyl acetate. The... Starting materials: FC1=C(C=C(C(=C1)OC)[N+](=O)[O-])C (1-Fluoro-5-methoxy-2-methyl-4-nitrobenzene), FC1=C(C=C(C(=C1)OC)[N+](=O)[O-])C (1-Fluoro-5-methoxy-2-methyl-4-nitrobenzene), N1CCC(CC1)NC(OC(C)(C)C)=O (tert-butyl piperidin-4-ylcarbamate). Product: COC=1C(=CC(=C(C1)N1CCC(CC1)NC(OC(C)(C)C)=O)C)[N+](=O)[O-] (tert-Butyl 1-(5-methoxy-2-methyl-4-nitrophenyl)piperidin-4-ylcarbamate). RXN SMILES: F[C:2]1[CH:7]=[C:6]([O:8][CH3:9])[C:5]([N+:10]([O-:12])=[O:11])=[CH:4][C:3]=1[CH3:13].[NH:14]1[CH2:19][CH2:18][CH:17]([NH:20][C:21](=[O:27])[O:22][C:23]([CH3:26])([CH3:25])[CH3:24])[CH2:16][CH2:15]1>>[CH3:9][O:8][C:6]1[C:5]([N+:10]([O-:12])=[O:11])=[CH:4][C:3]([CH3:13])=[C:2]([N:14]2[CH2:15][CH2:16][CH:17]([NH:20][C:21](=[O:27])[O:22][C:23]([CH3:25])([CH3:24])[CH3:26])[CH2:18][CH2:19]2)[CH:7]=1. Procedure: Starting Materials: 1-fluoro-5-methoxy-2-methyl-4-nitrobenzene (INTERMEDIATE 7) and tert-butyl piperidin-4-ylcarbamate. Starting materials: ClC(C(COCCO)C)C1=CC=C(CC=2C=NC=CC2)C=C1 (3-[p-[1-chloro-3-(2-hydroxyethyl)oxy-2-methylpropyl]benzyl]pyridine), C1CCC2=NCCCN2CC1 (DBU), O (water). The solvent is CS(=O)C (dimethylsulfoxide). Product: OCCOCC(=CC1=CC=C(CC=2C=NC=CC2)C=C1)C (3-[p-[3-(2-hydroxyethyl)oxy-2-methyl-1-propenyl]benzyl]pyridine). The yield is 62.0%. RXN SMILES: Cl[CH:2]([C:10]1[CH:22]=[CH:21][C:13]([CH2:14][C:15]2[CH:16]=[N:17][CH:18]=[CH:19][CH:20]=2)=[CH:12][CH:11]=1)[CH:3]([CH3:9])[CH2:4][O:5][CH2:6][CH2:7][OH:8].C1CCN2C(=NCCC2)CC1.O>CS(C)=O>[OH:8][CH2:7][CH2:6][O:5][CH2:4][C:3]([CH3:9])=[CH:2][C:10]1[CH:22]=[CH:21][C:13]([CH2:14][C:15]2[CH:16]=[N:17][CH:18]=[CH:19][CH:20]=2)=[CH:12][CH:11]=1. Reported procedure: In 29.1 ml of dimethylsulfoxide was dissolved 5.82 g of 3-[p-[1-chloro-3-(2-hydroxyethyl)oxy-2-methylpropyl]benzyl]pyridine, and 5.44 ml of DBU was added to the resulting solution, after which the resulting mixture was subjected to reaction at a temperature of 100° to 110° C. for 2 hours. The reaction mixture was poured into 200 ml of water, and the resulting mixture was subjected to extraction with two 50-ml portions of ethyl acetate. The extracts were combined, washed with 20 ml of water, and ... Reactants: C(C)(C)(C)OC(=O)N1CCC(=CC1)C1=CC=C2C(=NNC2=C1)I (4-(3-iodo-1H-indazol-6-yl)-3,6-dihydro-2H-pyridine-1-carboxylic acid tert-butyl ester), C[S-].[Na+] (sodium methanethiolate), CC(C)([O-])C.[Na+] (sodium tert-butoxide), eluant, C1(CCCCC1)P(F)C(C)(C)C (CyPF-t-Bu). The reagents and catalysts are CC(=O)[O-].CC(=O)[O-].[Pd+2] (Pd(OAc)2), catalyst. Run in CCCCCCC (heptane), CCOC(=O)C (EtOAc), COCCOC (DME). Reaction conditions: temperature 100 celsius. Product: C(C)(C)(C)OC(=O)N1CCC(=CC1)C1=CC=C2C(=NNC2=C1)SC (4-(3-Methylsulfanyl-1H-indazol-6-yl)-3,6-dihydro-2H-pyridine-1-carboxylic acid tert-butyl ester). RXN SMILES: [C:1]([O:5][C:6]([N:8]1[CH2:13][CH:12]=[C:11]([C:14]2[CH:22]=[C:21]3[C:17]([C:18](I)=[N:19][NH:20]3)=[CH:16][CH:15]=2)[CH2:10][CH2:9]1)=[O:7])([CH3:4])([CH3:3])[CH3:2].[CH3:24][S-:25].[Na+].CC(C)([O-])C.[Na+].C1(P(C(C)(C)C)F)CCCCC1>COCCOC.CCCCCCC.CC([O-])=O.CC([O-])=O.[Pd+2].CCOC(C)=O>[C:1]([O:5][C:6]([N:8]1[CH2:13][CH:12]=[C:11]([C:14]2[CH:22]=[C:21]3[C:17]([C:18]([S:25][CH3:24])=[N:19][NH:20]3)=[CH:16][CH:15]=2)[CH2:10][CH2:9]1)=[O:7])([CH3:4])([CH3:3])[CH3:2] |f:1.2,3.4,8.9.10|. Procedure: To a mixture of 4-(3-iodo-1H-indazol-6-yl)-3,6-dihydro-2H-pyridine-1-carboxylic acid tert-butyl ester (213 mg, 0.50 mmol), sodium methanethiolate (39 mg, 0.55 mmol) and sodium tert-butoxide (67 mg, 0.7 mmol) in a pre-dried flask sealed under N2 was added 1 mL of a catalyst solution, which was prepared by mixing Pd(OAc)2 (12.4 mg, 0.055 mml) and JOSIPHOS CyPF-t-Bu (30.6 mg, 0.055 mmol) in DME (1.1 mL) under N2. The resulting mixture was heated in 100° C. oil bath for 5 h, then cooled and loaded o... Product: CCC(=CCO)C1CCCCC1. Reactants: [Al+3], CCOCC, CCOC(=O)C=C(CC)C1CCCCC1, [H-], [H-], [H-], [H-], [Li+]. Reaction SMILES: [Al+3:17].[CH3:22][CH2:23][O:24][CH2:25][CH3:26].[CH:1]1([C:7](=[CH:8][C:9](=[O:10])[O:11][CH2:12][CH3:13])[CH2:14][CH3:15])[CH2:2][CH2:3][CH2:4][CH2:5][CH2:6]1.[H-:16].[H-:19].[H-:20].[H-:21].[Li+:18]>>[CH:1]1([C:7](=[CH:8][CH2:9][OH:10])[CH2:14][CH3:15])[CH2:2][CH2:3][CH2:4][CH2:5][CH2:6]1. Reactants: Br, COC(=O)N1CCC(c2cc(=O)[nH]o2)CC1CC1CCCCC1. The product is O=c1cc(C2CCNC(CC3CCCCC3)C2)o[nH]1. Reaction SMILES: [BrH:1].[CH:2]1([CH2:8][CH:9]2[N:10]([C:21]([O:22][CH3:23])=[O:24])[CH2:11][CH2:12][CH:13]([c:15]3[cH:16][c:17](=[O:20])[nH:18][o:19]3)[CH2:14]2)[CH2:3][CH2:4][CH2:5][CH2:6][CH2:7]1>>[CH:2]1([CH2:8][CH:9]2[NH:10][CH2:11][CH2:12][CH:13]([c:15]3[cH:16][c:17](=[O:20])[nH:18][o:19]3)[CH2:14]2)[CH2:3][CH2:4][CH2:5][CH2:6][CH2:7]1.